This data is from the Open Reaction Database (ORD), a public repository of structured organic reaction records. The task is: describe an organic reaction: reactants, conditions, products, and yield Starting materials: FC(C(\C=C\C1=CC=C(C=C1)S(=O)(=O)C)=O)(F)F ((E)-1,1,1-trifluoro-4-(4-methylsulphonylphenyl)-3-butene-2-one), CC1=CC=C(C=C1)NN (4-methylphenylhydrazine). The reagents and catalysts are Cl (hydrochloric acid). The solvent is C(C)O (ethanol). Yields the product CC1=CC=C(C=C1)N1N=C(CC1C1=CC=C(C=C1)S(=O)(=O)C)C(F)(F)F (4,5-dihydro-1-(4-methylphenyl]-5-(4-methylsulphonylphenyl)-3-trifluoromethyl-1H-pyrazole). The yield is 32.0%. Reaction SMILES: [F:1][C:2]([F:18])([F:17])[C:3](=O)/[CH:4]=[CH:5]/[C:6]1[CH:11]=[CH:10][C:9]([S:12]([CH3:15])(=[O:14])=[O:13])=[CH:8][CH:7]=1.[CH3:19][C:20]1[CH:25]=[CH:24][C:23]([NH:26][NH2:27])=[CH:22][CH:21]=1>C(O)C.Cl>[CH3:19][C:20]1[CH:25]=[CH:24][C:23]([N:26]2[CH:5]([C:6]3[CH:11]=[CH:10][C:9]([S:12]([CH3:15])(=[O:14])=[O:13])=[CH:8][CH:7]=3)[CH2:4][C:3]([C:2]([F:18])([F:17])[F:1])=[N:27]2)=[CH:22][CH:21]=1. Reported procedure: In a flask with an inert atmosphere (E)-1,1,1-trifluoro-4-(4-methylsulphonylphenyl)-3-butene-2-one (prepared according to the method E-1) (1.83 g, 6.58 mmoles) and 4-methylphenylhydrazine chlorohydrate (1.04 g, 6.58 mmoles) are dissolved in 50 ml de ethanol. A few drops of hydrochloric acid are added, and the mixture refluxed under an inert atmosphere for 4 days. The mixture is cooled and the product crystallised. The solution is filtered and the product recrystallised from ethanol. 4,5-dihydro-...